From a dataset of the Open Reaction Database (ORD), a public repository of structured organic reaction records. describe an organic reaction: reactants, conditions, products, and yield Starting materials: FC1=C(C=C(C(=C1)Cl)OS(=O)(=O)C)N1N=C(C=C1C)C (1-(2-fluoro-4-chloro-5-methylsulfonyloxyphenyl)-3,5-dimethylpyrazole), ClCl (chlorine). Solvent: C(Cl)(Cl)Cl (chloroform). Run at time 30 minute. Yields the product FC1=C(C=C(C(=C1)Cl)OS(=O)(=O)C)N1N=C(C(=C1C)Cl)C (1-(2-fluoro-4-chloro-5-methylsulfonyloxyphenyl)-3,5-dimethyl-4-chloropyrazole). Isolated yield 99.6%. As a reaction SMILES: [F:1][C:2]1[CH:7]=[C:6]([Cl:8])[C:5]([O:9][S:10]([CH3:13])(=[O:12])=[O:11])=[CH:4][C:3]=1[N:14]1[C:18]([CH3:19])=[CH:17][C:16]([CH3:20])=[N:15]1.[Cl:21]Cl>C(Cl)(Cl)Cl>[F:1][C:2]1[CH:7]=[C:6]([Cl:8])[C:5]([O:9][S:10]([CH3:13])(=[O:12])=[O:11])=[CH:4][C:3]=1[N:14]1[C:18]([CH3:19])=[C:17]([Cl:21])[C:16]([CH3:20])=[N:15]1. Reported procedure: Into a solution of 1-(2-fluoro-4-chloro-5-methylsulfonyloxyphenyl)-3,5-dimethylpyrazole (31.9 g) in chloroform (200 ml) was introduced chlorine gas (7.1 g) for 10 minutes under water-cooling, and then the reaction mixture was stirred for further 30 minutes to effect the chlorination reaction. Removal of the solvent from the reaction solution by distillation in vacuo gave the titled compound (35.2 g) as a pale brown oil. Purification of this oil by silica gel column chromatography yielded a color... Reactants: CCN=C=NCCCN(C)C (EDCI), CCN(C(C)C)C(C)C (DIPEA), COC(C1=CC=C(C(=O)O)C=C1)=O (terephthalic acid monomethyl ester), C=1C=CC2=C(C1)N=NN2O (HOBt), N1CCCC1 (pyrrolidine). Run in O (water), CN(C)C=O (DMF). Reaction conditions: time 2 minute. The product is COC(C1=CC=C(C=C1)C(=O)N1CCCC1)=O (4-(pyrrolidine-1-carbonyl)-benzoic acid methyl ester). The yield is 8.2%. Reaction SMILES: CC[N:3]([CH:7]([CH3:9])C)[CH:4]([CH3:6])C.[CH3:10][O:11][C:12](=[O:22])[C:13]1[CH:21]=[CH:20][C:16]([C:17]([OH:19])=O)=[CH:15][CH:14]=1.C1C=CC2N(O)N=NC=2C=1.CCN=C=NCCCN(C)C.N1CCCC1>CN(C=O)C.O>[CH3:10][O:11][C:12](=[O:22])[C:13]1[CH:14]=[CH:15][C:16]([C:17]([N:3]2[CH2:4][CH2:6][CH2:9][CH2:7]2)=[O:19])=[CH:20][CH:21]=1. Reported procedure: DIPEA (1.26 g, 9.7 mmol) was added to a stirred solution of terephthalic acid monomethyl ester (500 mg, 2.77 mmol) in DMF (3 mL) followed by HOBt (410 mg, 3.0 mmol) and EDCI (1.32 g, 7.0 mmol). After 2 minutes of stirring, pyrrolidine (215 mg, 3.0 mmol) was added and the resulting mixture was stirred at room temperature overnight. The reaction mixture was diluted with cold water, the precipitate was collected to afford 53 mg (81.9% Yield) of 4-(pyrrolidine-1-carbonyl)-benzoic acid methyl ester. ... The reactants are Cl (hydrochloric acid), Br[O-].[Na+] (sodium hypobromite), O[C@H]1C[C@@H]2CC[C@H]3[C@@H]4CC[C@H](C(C)=O)[C@]4(CC[C@@H]3[C@]2(CC1)C)C (3α-hydroxy-5α-pregnane-20-one), [OH-].[Na+] (sodium hydroxide), BrBr (bromine), Cl (hydrochloric acid). The solvent is O (water), O1CCOCC1 (dioxane), O1CCOCC1 (dioxane), O (water). Run at time 1 hour. Yields the product O[C@H]1C[C@@H]2CC[C@H]3[C@@H]4CC[C@@H]([C@@]4(C)CC[C@@H]3[C@]2(CC1)C)C(=O)O (3α-Hydroxy-5α-androstane-17β-carboxylic acid). Reaction SMILES: [OH-:1].[Na+].BrBr.Br[O-].[Na+].[OH:8][C@@H:9]1[CH2:28][CH2:27][C@@:26]2([CH3:29])[C@@H:11]([CH2:12][CH2:13][C@@H:14]3[C@@H:25]2[CH2:24][CH2:23][C@@:22]2([CH3:30])[C@H:15]3[CH2:16][CH2:17][C@@H:18]2[C:19](=[O:21])C)[CH2:10]1.Cl>O.O1CCOCC1>[OH:8][C@@H:9]1[CH2:10][CH2:11][C@@:26]2([CH3:29])[C@@H:27]([CH2:12][CH2:13][C@@H:14]3[C@@H:25]2[CH2:24][CH2:23][C@@:22]2([CH3:30])[C@H:15]3[CH2:16][CH2:17][C@@H:18]2[C:19]([OH:21])=[O:1])[CH2:28]1 |f:0.1,3.4|. Reported procedure: A solution of sodium hydroxide (1.1 g) in water (18 mL) was stirred at -5° C. and bromine (0.4 mL) was added very slowly. Cold dioxane (12 mL) was added and the resulting sodium hypobromite solution was added to a solution of 3α-hydroxy-5α-pregnane-20-one (0.6 g) in dioxane (30 mL) at 0° C. The resulting mixture was kept at this temperature for 1 hr., neutralized with concentrated hydrochloric acid and poured into water. Excess 2N hydrochloric acid was then added and the precipitated solid was c... Product: Cc1nn(-c2ccccc2)c(N)c1C1=CCCCC1. Reactants: CC(=O)O, Cc1cc(N)n(-c2ccccc2)n1, O=C1CCCCC1. RXN SMILES: [CH3:21][C:22](=[O:23])[OH:24].[NH2:1][c:2]1[cH:3][c:4]([CH3:13])[n:5][n:6]1-[c:7]1[cH:8][cH:9][cH:10][cH:11][cH:12]1.[O:14]=[C:15]1[CH2:16][CH2:17][CH2:18][CH2:19][CH2:20]1>>[NH2:1][c:2]1[c:3]([C:15]2=[CH:16][CH2:17][CH2:18][CH2:19][CH2:20]2)[c:4]([CH3:13])[n:5][n:6]1-[c:7]1[cH:8][cH:9][cH:10][cH:11][cH:12]1. Run at temperature -78 celsius, time 1 hour. RXN SMILES: [C:1]([O:4][C:5](=[O:7])[CH3:6])(=O)C.[N+:8]([O-:11])(O)=[O:9].[Cl-].[Cl-].[Ca+2].[CH3:15][O:16][C:17]1[CH:22]=[CH:21][C:20](CC(O)=O)=[CH:19][CH:18]=1.[OH-].[Na+]>>[N+:8]([C:18]1[CH:19]=[C:20]([CH2:6][C:5]([O:4][CH3:1])=[O:7])[CH:21]=[CH:22][C:17]=1[O:16][CH3:15])([O-:11])=[O:9] |f:2.3.4,6.7|. Reactants: 2-L, [Cl-].[Cl-].[Ca+2] (CaCl2), COC1=CC=C(C=C1)CC(=O)O (4-methoxyphenylacetic acid), C(C)(=O)OC(C)=O (acetic anhydride), [N+](=O)(O)[O-] (nitric acid), solution, [OH-].[Na+] (NaOH). Product: [N+](=O)([O-])C=1C=C(C=CC1OC)CC(=O)OC (Methyl 2-(3-Nitro4-methoxyphenyl)acetate). Reported procedure: An oven-dried 2-L, 3-neck round bottom flask, equipped with a mechanical stir motor, a low-temperature thermometer and an equalizing dropping funnel, was charged with acetic anhydride (631 mL) and subsequently cooled to −78° C. Fuming nitric acid (Baker, 90%, 27 mL) was added dropwise via the dropping funnel protected with a drying tube filled with CaCl2. After addition was completed, the reaction temperature was allowed to warm to 20° C. over 1 h. The reaction mixture was cooled to −78° C. agai... Reactants: CNCCO, ClCCl, O=C(Cl)c1ccc(F)c(Cl)c1F, [Na+], [OH-]. Yields the product CN(CCO)C(=O)c1ccc(F)c(Cl)c1F. Reaction SMILES: [CH3:13][NH:14][CH2:15][CH2:16][OH:17].[Cl:18][CH2:19][Cl:20].[Cl:1][c:2]1[c:3]([F:12])[c:4]([C:5](=[O:6])[Cl:7])[cH:8][cH:9][c:10]1[F:11].[Na+:22].[OH-:21]>>[Cl:1][c:2]1[c:3]([F:12])[c:4]([C:5](=[O:6])[N:14]([CH3:13])[CH2:15][CH2:16][OH:17])[cH:8][cH:9][c:10]1[F:11]. The reactants are CC1=NC=2CC(CC(C2C(=C1)C)=O)C1=CC=CC=C1 (2,4-dimethyl-7-phenyl-5,6,7,8-tetrahydroquinolin-5-one), C(=N)(N)NN.Cl (aminoguanidine hydrochloride), Cl (hydrochloric acid), O (water). Run in C(C)O (ethanol). Yields the product Cl.N(C(=N)N)N=C1C=2C(=CC(=NC2CC(C1)C1=CC=CC=C1)C)C (5-guanidinoimino-2,4-dimethyl-7-phenyl-5,6,7,8-tetrahydroquinoline hydrochloride). The yield is 60.9%. As a reaction SMILES: [CH3:1][C:2]1[CH:11]=[C:10]([CH3:12])[C:9]2[C:8](=O)[CH2:7][CH:6]([C:14]3[CH:19]=[CH:18][CH:17]=[CH:16][CH:15]=3)[CH2:5][C:4]=2[N:3]=1.[C:20]([NH:23][NH2:24])([NH2:22])=[NH:21].[ClH:25].Cl.O>C(O)C>[ClH:25].[NH:23]([N:24]=[C:8]1[CH2:7][CH:6]([C:14]2[CH:19]=[CH:18][CH:17]=[CH:16][CH:15]=2)[CH2:5][C:4]2[N:3]=[C:2]([CH3:1])[CH:11]=[C:10]([CH3:12])[C:9]1=2)[C:20]([NH2:22])=[NH:21] |f:1.2,6.7|. Procedure: A mixture of 2,4-dimethyl-7-phenyl-5,6,7,8-tetrahydroquinolin-5-one (0.30 g), aminoguanidine hydrochloride (0.14 g), concentrated hydrochloric acid (0.06 ml), water (0.06 ml) and ethanol (30 ml) was refluxed for 4 hours. Under reduced pressure, the solvent was evaporated, and the residue was dissolved in water. The solution was washed with diethylether, and to the solution was added sodium hydrogen carbonate solution. The mixture was extracted with ethyl acetate, and the organic layer was washed... Starting materials: [Br-], C1CCOC1, C[Mg+], Cc1cc2c(c(Cl)n1)c(=O)cc(Nc1ccccc1)n2-c1ccccc1. Product: Cc1cc2c(c(C)n1)c(=O)cc(Nc1ccccc1)n2-c1ccccc1. As a reaction SMILES: [Br-:27].[CH2:30]1[O:31][CH2:32][CH2:33][CH2:34]1.[CH3:28][Mg+:29].[NH:1]([c:2]1[cH:3][cH:4][cH:5][cH:6][cH:7]1)[c:8]1[n:9](-[c:21]2[cH:22][cH:23][cH:24][cH:25][cH:26]2)[c:10]2[cH:11][c:12]([CH3:20])[n:13][c:14]([Cl:19])[c:15]2[c:16](=[O:18])[cH:17]1>>[NH:1]([c:2]1[cH:3][cH:4][cH:5][cH:6][cH:7]1)[c:8]1[n:9](-[c:21]2[cH:22][cH:23][cH:24][cH:25][cH:26]2)[c:10]2[cH:11][c:12]([CH3:20])[n:13][c:14]([CH3:28])[c:15]2[c:16](=[O:18])[cH:17]1. Starting materials: NC1=NC(=CC(=N1)Cl)OC (2-amino-4-chloro-6-methoxypyrimidine), I (hydroiodic acid). Run in O (water), C([O-])([O-])=O.[K+].[K+] (potassium carbonate). Run at time 65 hour. Product: NC1=NC(=CC(=N1)I)OC (2-Amino-4-iodo-6-methoxypyrimidine). RXN SMILES: [NH2:1][C:2]1[N:7]=[C:6](Cl)[CH:5]=[C:4]([O:9][CH3:10])[N:3]=1.[IH:11]>O.C(=O)([O-])[O-].[K+].[K+]>[NH2:1][C:2]1[N:7]=[C:6]([I:11])[CH:5]=[C:4]([O:9][CH3:10])[N:3]=1 |f:3.4.5|. Procedure details: 18.0 g of 2-amino-4-chloro-6-methoxypyrimidine was added to 65 mL of 57% aqueous hydroiodic acid with ice bath cooling. The resulting thick mixture was kept at ambient temperature for 65 hours, diluted with water and neutralized with potassium carbonate. The solid was collected and recrystallized from aqueous ethanol to give 5.0 g of white crystals, m.p. 141.5°-144° C.